This data is from the Open Reaction Database (ORD), a public repository of structured organic reaction records. The task is: describe an organic reaction: reactants, conditions, products, and yield Reactants: C1CCOC1, CN, CCO, CS(=O)c1nc(N)nc(-c2ccco2)c1I. Yields the product CNc1nc(N)nc(-c2ccco2)c1I. As a reaction SMILES: [CH2:19]1[O:20][CH2:21][CH2:22][CH2:23]1.[CH3:17][NH2:18].[CH3:24][CH2:25][OH:26].[o:1]1[c:2](-[c:6]2[n:7][c:8]([NH2:16])[n:9][c:10]([S:13]([CH3:14])=[O:15])[c:11]2[I:12])[cH:3][cH:4][cH:5]1>>[o:1]1[c:2](-[c:6]2[n:7][c:8]([NH2:16])[n:9][c:10]([NH:18][CH3:17])[c:11]2[I:12])[cH:3][cH:4][cH:5]1. The reactants are Br.C(C)(=O)O (hydrogen bromide acetic acid), C(C1=CC=CC=C1)OC(=O)NCCCN1C=NC=2C(=NC=3C=CC=CC3C21)Cl (1-[3-(benzyloxycarbonylamino)propyl]-4-chloro-1H-imidazo[4,5-c]quinoline). Reaction conditions: time 1.5 hour. Product: NCCCN1C=NC=2C(=NC=3C=CC=CC3C21)Cl.C(C)(=O)[O-] (1-(3-aminopropyl)-4-chloro-1H-imidazo[4,5-c]quinoline·acetate). As a reaction SMILES: Br.[C:2]([OH:5])(=[O:4])[CH3:3].C(OC([NH:16][CH2:17][CH2:18][CH2:19][N:20]1[C:32]2[C:31]3[CH:30]=[CH:29][CH:28]=[CH:27][C:26]=3[N:25]=[C:24]([Cl:33])[C:23]=2[N:22]=[CH:21]1)=O)C1C=CC=CC=1>>[NH2:16][CH2:17][CH2:18][CH2:19][N:20]1[C:32]2[C:31]3[CH:30]=[CH:29][CH:28]=[CH:27][C:26]=3[N:25]=[C:24]([Cl:33])[C:23]=2[N:22]=[CH:21]1.[C:2]([O-:5])(=[O:4])[CH3:3] |f:0.1,3.4|. Procedure: 3 ml of 33% hydrogen bromide-acetic acid was added to 0.12 g (0.304 mmol) of 1-[3-(benzyloxycarbonylamino)propyl]-4-chloro-1H-imidazo[4,5-c]quinoline and the mixture was stirred at room tempterature for 1.5 hours. After the reaction mixture was concentrated under reduced pressure, a 1N sodium hydroxide aqueous solution and brine were added to the residue and the solution was extracted five times with chloroform. The organic phase was dried (Na2SO4), the solvent was distilled off under reduced pr... Reactants: COC1C(C(=O)O)=CC(=CC1=S=O)C (2-methoxy-5-methyl sulfinyl benzoic acid), C(CC(O)(C(=O)O)CC(=O)O)(=O)O (citric acid), ClC(=O)OCC(C)C (isobutyl chloroformate), C1(CC1)N1C(CCC1)CN (1-cyclopropyl-2-amino methyl pyrrolidine). Run in C(C)N(CC)CC (triethylamine), O (water), CC(=O)C (acetone), C(C)O (ethanol). Conditions: temperature 20 celsius, time 45 minute. The product is C1(CC1)N1C(CCC1)CNC(C=1C(C(C=C(C1)C)=S=O)OC)=O (N-(1-cyclopropyl-2-pyrrolidinyl methyl)-2-methoxy-5-methyl sulfinyl benzamide). Reaction SMILES: [CH3:1][O:2][CH:3]1[C:11](=[S:12]=[O:13])[CH:10]=[C:9]([CH3:14])[CH:8]=[C:4]1[C:5]([OH:7])=O.ClC(OCC(C)C)=O.[CH:23]1([N:26]2[CH2:30][CH2:29][CH2:28][CH:27]2[CH2:31][NH2:32])[CH2:25][CH2:24]1.C(O)(=O)CC(CC(O)=O)(C(O)=O)O>C(O)C.C(N(CC)CC)C.O.CC(C)=O>[CH:23]1([N:26]2[CH2:30][CH2:29][CH2:28][CH:27]2[CH2:31][NH:32][C:5](=[O:7])[C:4]2[CH:3]([O:2][CH3:1])[C:11](=[S:12]=[O:13])[CH:10]=[C:9]([CH3:14])[CH:8]=2)[CH2:25][CH2:24]1. Reported procedure: 53.5 g of 2-methoxy-5-methyl sulfinyl benzoic acid, 740 ml of acetone, 140 ml of water and 35 ml of triethylamine (density 0.726) are placed in a 2 liter flask fitted with an agitator, a thermometer and a dropping funnel. The solution is cooled to between 0° and +5° C., after which 34.1 g of isobutyl chloroformate is dripped in. The mixture is agitated for 45 minutes at 20° C. then cooled to 0° C., and 42 g of 1-cyclopropyl-2-amino methyl pyrrolidine is poured in drop by drop. The mixture is rea... The reactants are COC(C=Cc1ccc(C=O)cc1)=O, CC1=CN=C(C=C1)N, [C-]#[N+]C1CCCCC1. Reagents/catalysts: O=C(O)C(F)(F)F (trifluoroacetic acid). Solvent: CC(C)O (isopropyl alcohol), CC(C)O (isopropylalcohol). Run at temperature 22 celsius, time 20 hour. Yields the product Cc1ccc2nc(c3ccc(C=CC(=O)OC)cc3)c(NC3CCCCC3)n2c1. The yield is 0.6%. As a reaction SMILES: CC1=CC=C(N)N=C1.[C-]#[N+]C1CCCCC1.COC(=O)\C=C\C1=CC=C(C=O)C=C1>>COC(=O)\C=C\C1=CC=C(C=C1)C1=C(NC2CCCCC2)N2C=C(C)C=CC2=N1. The reactants are O=c1c2c(oc3ccc(Br)cc13)CCC(O)C2, CC(=O)O, c1ccncc1. The product is CC(=O)OC1CCc2oc3ccc(Br)cc3c(=O)c2C1. As a reaction SMILES: [Br:1][c:2]1[cH:3][cH:4][c:5]2[o:6][c:7]3[c:12]([c:13](=[O:16])[c:14]2[cH:15]1)[CH2:11][CH:10]([OH:17])[CH2:9][CH2:8]3.[CH3:18][C:19]([OH:20])=[O:21].[cH:22]1[cH:23][cH:24][n:25][cH:26][cH:27]1>>[Br:1][c:2]1[cH:3][cH:4][c:5]2[o:6][c:7]3[c:12]([c:13](=[O:16])[c:14]2[cH:15]1)[CH2:11][CH:10]([O:17][C:19]([CH3:18])=[O:20])[CH2:9][CH2:8]3. The reactants are CCCCn1c(=O)c(NC(=O)Nc2c(C(C)C)cc(OC(=O)c3cccc(Cl)c3)cc2C(C)C)c(-c2cccc(OC)c2)c2cccnc21, C[O-], CO, [Na+], O. Reaction SMILES: [CH2:1]([CH2:2][CH2:3][CH3:4])[n:5]1[c:6](=[O:49])[c:7]([NH:23][C:24](=[O:25])[NH:26][c:27]2[c:28]([CH:46]([CH3:47])[CH3:48])[cH:29][c:30]([O:36][C:37](=[O:38])[c:39]3[cH:40][cH:41][cH:42][c:43]([Cl:44])[cH:45]3)[cH:31][c:32]2[CH:33]([CH3:34])[CH3:35])[c:8](-[c:15]2[cH:16][c:17]([O:21][CH3:22])[cH:18][cH:19][cH:20]2)[c:9]2[cH:10][cH:11][cH:12][n:13][c:14]12.[CH3:50][O-:51].[CH3:54][OH:55].[Na+:52].[OH2:53]>>[CH2:1]([CH2:2][CH2:3][CH3:4])[n:5]1[c:6](=[O:49])[c:7]([NH:23][C:24](=[O:25])[NH:26][c:27]2[c:28]([CH:46]([CH3:47])[CH3:48])[cH:29][c:30]([OH:36])[cH:31][c:32]2[CH:33]([CH3:34])[CH3:35])[c:8](-[c:15]2[cH:16][c:17]([O:21][CH3:22])[cH:18][cH:19][cH:20]2)[c:9]2[cH:10][cH:11][cH:12][n:13][c:14]12. Yields the product CCCCn1c(=O)c(NC(=O)Nc2c(C(C)C)cc(O)cc2C(C)C)c(-c2cccc(OC)c2)c2cccnc21. Reactants: O (Water), C(C(O)C1=CC=CC=C1)(=O)O.ClC=1C=C(C=CC1Cl)[C@@H]1CC[C@@H](C2=CC=CC=C12)NC ((1S-cis)-4-(3,4-dichlorophenyl)-1,2,3,4-tetrahydro-N-methyl-naphthalenamine mandelate), [OH-].[Na+] (sodium hydroxide). Run in C(C)(=O)OCC (ethyl acetate). Conditions: temperature 14 celsius, time 37.5 minute. Yields the product CN[C@H]1CC[C@H](C2=C1C=CC=C2)C=3C=CC(=C(C3)Cl)Cl (sertraline). RXN SMILES: O.C(O)(=O)C(C1C=CC=CC=1)O.[Cl:13][C:14]1[CH:15]=[C:16]([C@H:21]2[C:30]3[C:25](=[CH:26][CH:27]=[CH:28][CH:29]=3)[C@@H:24]([NH:31][CH3:32])[CH2:23][CH2:22]2)[CH:17]=[CH:18][C:19]=1[Cl:20].[OH-].[Na+]>C(OCC)(=O)C>[CH3:32][NH:31][C@@H:24]1[C:25]2[CH:26]=[CH:27][CH:28]=[CH:29][C:30]=2[C@H:21]([C:16]2[CH:17]=[CH:18][C:19]([Cl:20])=[C:14]([Cl:13])[CH:15]=2)[CH2:22][CH2:23]1 |f:1.2,3.4|. Procedure details: Water (30 ml) and ethyl acetate (35 ml) are added to (1S-cis)-4-(3,4-dichlorophenyl)-1,2,3,4-tetrahydro-N-methyl-naphthalenamine mandelate (obtained in step-Ia), cooled to 10-18° C. and aqueous sodium hydroxide (50%) is slowly added for 1 hour 30 minutes at 10-18° C. (to adjust the pH to 9.5-11.0). The contents are stirred for 30-45 minutes, separated the aqueous layer and discarded it. Activated carbon (0.25 gm) is added to the reaction mass, stirred for 15-30 minutes, filtered and washed with ... Starting materials: 2,2,-trifluoro-1-methoxy-ethanol, BrC1=CC=C(C(=O)N)C=C1 (4-bromobenzamide), FC(C(O)OC)(F)F (2,2,2-trifluoro-1-methoxy-ethanol). Run at temperature 100 celsius. Product: BrC1=CC=C(C(=O)NC(C(F)(F)F)O)C=C1 (4-bromo-N-(2,2,2-trifluoro-1-hydroxyethyl)benzamide). Reaction SMILES: [Br:1][C:2]1[CH:10]=[CH:9][C:5]([C:6]([NH2:8])=[O:7])=[CH:4][CH:3]=1.[F:11][C:12]([F:18])([F:17])[CH:13](OC)[OH:14]>>[Br:1][C:2]1[CH:10]=[CH:9][C:5]([C:6]([NH:8][CH:13]([OH:14])[C:12]([F:18])([F:17])[F:11])=[O:7])=[CH:4][CH:3]=1. Procedure details: was prepared by use of 2,2,-trifluoro-1-methoxy-ethanol in place of chloral in the general method set forth above with the following procedural changes: A mixture of 4-bromobenzamide (0.78 g, 3.9 mmol) and 2,2,2-trifluoro-1-methoxy-ethanol (0.51 mL, 4.3 mmol) was heated at 100° C. for 18 hours. The mixture was evaporated and the residue was diluted with chloroform and concentrated onto silica gel. The product was purified on a SiO2 MPLC column with 1% MeOH:CH2Cl2 to yield the intermediate 4-brom... Reactants: C(C1=CC=CC=C1)OC([C@@H](N(CC1=CC=C(C=C1)C1=C(C=CC=C1)C#N)C(=O)OCC)C(C)C)=O (N-carboethoxy-N-[(2'-cyanobiphenyl-4-yl)methyl]-(L)-valine benzyl ester), C(CCC)[Sn](CCCC)(CCCC)N=[N+]=[N-] (tributyltin azide). Solvent: C=1(C(=CC=CC1)C)C (xylene). Conditions: time 15 minute. The product is C(C1=CC=CC=C1)OC([C@@H](N(CC1=CC=C(C=C1)C1=C(C=CC=C1)C1=NN=NN1)C(=O)OCC)C(C)C)=O (N-Carboethoxy-N-[(2'-(1H-tetrazol-5-yl)biphenyl-4-yl)methyl]-(L)-valine benzyl ester). RXN SMILES: [CH2:1]([O:8][C:9](=[O:35])[C@H:10]([CH:32]([CH3:34])[CH3:33])[N:11]([C:27]([O:29][CH2:30][CH3:31])=[O:28])[CH2:12][C:13]1[CH:18]=[CH:17][C:16]([C:19]2[CH:24]=[CH:23][CH:22]=[CH:21][C:20]=2[C:25]#[N:26])=[CH:15][CH:14]=1)[C:2]1[CH:7]=[CH:6][CH:5]=[CH:4][CH:3]=1.C([Sn]([N:49]=[N+:50]=[N-:51])(CCCC)CCCC)CCC>C1(C)C(C)=CC=CC=1>[CH2:1]([O:8][C:9](=[O:35])[C@H:10]([CH:32]([CH3:34])[CH3:33])[N:11]([C:27]([O:29][CH2:30][CH3:31])=[O:28])[CH2:12][C:13]1[CH:18]=[CH:17][C:16]([C:19]2[CH:24]=[CH:23][CH:22]=[CH:21][C:20]=2[C:25]2[NH:51][N:50]=[N:49][N:26]=2)=[CH:15][CH:14]=1)[C:2]1[CH:7]=[CH:6][CH:5]=[CH:4][CH:3]=1. Procedure: 10.0 g of N-carboethoxy-N-[(2'-cyanobiphenyl-4-yl)methyl]-(L)-valine benzyl ester and 9.2 g of tributyltin azide in 150 ml of xylene are heated to reflux for 18 hours. The reaction mixture is concentrated and the residue is stirred in 5M etherial hydrochloric acid for 15 minutes. The mixture is concentrated again, and the residue is dissolved in ether and extracted with cold 4M potassium hydroxide solution. The aqueous phase is rendered acidic and extracted with ethyl acetate. This ethyl acetate... The reactants are CC(C)(O)C(CN(Cc1ccccc1)Cc1ccccc1)O[Si](c1ccccc1)(c1ccccc1)C(C)(C)C, CCO, [OH-], [OH-], [Pd+2]. The product is CC(C)(O)C(CN)O[Si](c1ccccc1)(c1ccccc1)C(C)(C)C. RXN SMILES: [C:1]([CH3:2])([CH3:3])([CH3:4])[Si:5]([O:6][CH:7]([C:8]([CH3:9])([OH:10])[CH3:11])[CH2:12][N:13]([CH2:14][c:15]1[cH:16][cH:17][cH:18][cH:19][cH:20]1)[CH2:21][c:22]1[cH:23][cH:24][cH:25][cH:26][cH:27]1)([c:28]1[cH:29][cH:30][cH:31][cH:32][cH:33]1)[c:34]1[cH:35][cH:36][cH:37][cH:38][cH:39]1.[CH3:40][CH2:41][OH:42].[OH-:43].[OH-:44].[Pd+2:45]>>[C:1]([CH3:2])([CH3:3])([CH3:4])[Si:5]([O:6][CH:7]([C:8]([CH3:9])([OH:10])[CH3:11])[CH2:12][NH2:13])([c:28]1[cH:29][cH:30][cH:31][cH:32][cH:33]1)[c:34]1[cH:35][cH:36][cH:37][cH:38][cH:39]1.